Dataset: the Open Reaction Database (ORD), a public repository of structured organic reaction records. Task: describe an organic reaction: reactants, conditions, products, and yield The reactants are C1(=CC=CC=C1)C (toluene), CS(=O)(=O)OC[C@@H](OC1OCCCC1)C1=CC(=CC=C1)Cl ((S)-2-(3-chlorophenyl)-2-(3,4,5,6-tetrahydro-[2H]-pyran-2-yloxy)ethyl methanesulfonate), O.C1(=CC=C(C=C1)S(=O)(=O)O)C (p-toluenesulfonic acid monohydrate). Solvent: CO (methanol). Conditions: temperature 50 celsius, time 1 hour. Product: ClC=1C=C([C@H]2CO2)C=CC1 ((S)-3-chlorostyrene Oxide). RXN SMILES: C1(C)C=CC=CC=1.CS(OC[C@H:14]([C:22]1[CH:27]=[CH:26][CH:25]=[C:24]([Cl:28])[CH:23]=1)[O:15][CH:16]1CCCCO1)(=O)=O.O.C1(C)C=CC(S(O)(=O)=O)=CC=1>CO>[Cl:28][C:24]1[CH:23]=[C:22]([CH:27]=[CH:26][CH:25]=1)[C@@H:14]1[O:15][CH2:16]1 |f:2.3|. Procedure details: Into toluene (10 ml) were added (S)-2-(3-chlorophenyl)-2-(3,4,5,6-tetrahydro-[2H]-pyran-2-yloxy)ethyl methanesulfonate (3.0 g), p-toluenesulfonic acid monohydrate (1.7 g) and methanol (0.5 g), and the resulting mixture was:stirred at 50° C. for 1 hour. The reaction mixture was Washed with a saturated aqueous sodium hydrogen carbonate solution and then with a saturated aqueous sodium chloride solution. To the organic layer was added 20% NaOH (10 ml) and the resulting mixture was stirred vigorousl... The reactants are solution, C(CCC)[Li] (n-butyl lithium), COC=1C=C(C=O)C=C(C1OC)OC (3,4,5-trimethoxybenzaldehyde), COC1=CC=C(C=C1)C=1OCC(N1)(C)C (2-(4-methoxyphenyl)-4,4-dimethyl-2-oxazoline), O (water). Solvent: CCCCCC (hexane), O1CCCC1 (tetrahydrofuran), O1CCCC1 (tetrahydrofuran), C(C)(=O)OCC (ethyl acetate). Conditions: temperature 40 celsius, time 30 minute. Yields the product OC(C1=C(C=CC(=C1)OC)C=1OCC(N1)(C)C)C1=CC(=C(C(=C1)OC)OC)OC (2-{2-[hydroxy-(3,4,5trimethoxyphenyl)methyl]-4-methoxyphenyl}-4,4-dimethyl-2-oxazoline). Yield: 75.4%. As a reaction SMILES: [CH3:1][O:2][C:3]1[CH:8]=[CH:7][C:6]([C:9]2[O:10][CH2:11][C:12]([CH3:15])([CH3:14])[N:13]=2)=[CH:5][CH:4]=1.C([Li])CCC.[CH3:21][O:22][C:23]1[CH:24]=[C:25]([CH:28]=[C:29]([O:33][CH3:34])[C:30]=1[O:31][CH3:32])[CH:26]=[O:27].O>O1CCCC1.CCCCCC.C(OCC)(=O)C>[OH:27][CH:26]([C:25]1[CH:28]=[C:29]([O:33][CH3:34])[C:30]([O:31][CH3:32])=[C:23]([O:22][CH3:21])[CH:24]=1)[C:7]1[CH:8]=[C:3]([O:2][CH3:1])[CH:4]=[CH:5][C:6]=1[C:9]1[O:10][CH2:11][C:12]([CH3:15])([CH3:14])[N:13]=1. Reported procedure: A solution of 2-(4-methoxyphenyl)-4,4-dimethyl-2-oxazoline (11.0 g) in tetrahydrofuran (50 ml) is cooled to −50° C., and thereto is added dropwise a 1.6 M solution of n-butyl lithium in hexane (36.8 ml) over a period of 20 minutes. The mixture is stirred at 40° C. for 30 minutes, and thereto is added dropwise a solution of 3,4,5-trimethoxybenzaldehyde (10.5 g) in tetrahydrofuran (30 ml) at the same temperature over a period of 10 minutes. After reaction at −30T for one hour, to the mixture are a... Reactants: ClCCl, O=Cc1cccc(F)c1, CCOC(=O)C=P(c1ccccc1)(c1ccccc1)c1ccccc1. The product is CCOC(=O)C=Cc1cccc(F)c1. RXN SMILES: [Cl:35][CH2:36][Cl:37].[F:1][c:2]1[cH:3][c:4]([CH:5]=[O:6])[cH:7][cH:8][cH:9]1.[c:10]1([P:11]([c:12]2[cH:13][cH:14][cH:15][cH:16][cH:17]2)([c:18]2[cH:19][cH:20][cH:21][cH:22][cH:23]2)=[CH:29][C:30](=[O:31])[O:32][CH2:33][CH3:34])[cH:24][cH:25][cH:26][cH:27][cH:28]1>>[F:1][c:2]1[cH:3][c:4]([CH:5]=[CH:29][C:30](=[O:31])[O:32][CH2:33][CH3:34])[cH:7][cH:8][cH:9]1. The reactants are O(C1=CC=CC=C1)C1=CC=C(C=C1)C1CCNCC1 (4-(4-phenoxyphenyl)piperidine), C1(=CC=CC=C1)NC(CBr)=O (N-phenyl-2-bromoacetamide). Product: C1(=CC=CC=C1)NC(CN1CCC(CC1)C1=CC=C(C=C1)OC1=CC=CC=C1)=O (N-phenyl-4-(4-phenoxyphenyl)-1-piperidinacetamide). As a reaction SMILES: [O:1]([C:8]1[CH:13]=[CH:12][C:11]([CH:14]2[CH2:19][CH2:18][NH:17][CH2:16][CH2:15]2)=[CH:10][CH:9]=1)[C:2]1[CH:7]=[CH:6][CH:5]=[CH:4][CH:3]=1.[C:20]1([NH:26][C:27](=[O:30])[CH2:28]Br)[CH:25]=[CH:24][CH:23]=[CH:22][CH:21]=1>>[C:20]1([NH:26][C:27](=[O:30])[CH2:28][N:17]2[CH2:18][CH2:19][CH:14]([C:11]3[CH:12]=[CH:13][C:8]([O:1][C:2]4[CH:3]=[CH:4][CH:5]=[CH:6][CH:7]=4)=[CH:9][CH:10]=3)[CH2:15][CH2:16]2)[CH:25]=[CH:24][CH:23]=[CH:22][CH:21]=1. Reported procedure: The compound (4) synthesized in Reference Example 4 and the compound (23) synthesized in Reference Example 23 were used to produce the above compound in the same way as Example 1. Starting materials: Cc1n[nH]c(=O)c(-c2nccnc2Cl)c1-c1ccc(Cl)cc1, O=P(Cl)(Cl)Cl. Yields the product Cc1nnc(Cl)c(-c2nccnc2Cl)c1-c1ccc(Cl)cc1. RXN SMILES: [Cl:1][c:2]1[cH:3][cH:4][c:5](-[c:8]2[c:9](-[c:16]3[n:17][cH:18][cH:19][n:20][c:21]3[Cl:22])[c:10](=[O:15])[nH:11][n:12][c:13]2[CH3:14])[cH:6][cH:7]1.[P:23]([Cl:24])([Cl:25])([Cl:26])=[O:27]>>[Cl:1][c:2]1[cH:3][cH:4][c:5](-[c:8]2[c:9](-[c:16]3[n:17][cH:18][cH:19][n:20][c:21]3[Cl:22])[c:10]([Cl:25])[n:11][n:12][c:13]2[CH3:14])[cH:6][cH:7]1. Starting materials: C[S-], COc1cccc(C2(CN(C)C)CCOCC2)c1, [Na+], CN(C)C=O. Yields the product CN(C)CC1(c2cccc(O)c2)CCOCC1. Reaction SMILES: [CH3:1][S-:2].[CH3:4][O:5][c:6]1[cH:7][c:8]([C:12]2([CH2:18][N:19]([CH3:20])[CH3:21])[CH2:13][CH2:14][O:15][CH2:16][CH2:17]2)[cH:9][cH:10][cH:11]1.[Na+:3].[O:22]=[CH:23][N:24]([CH3:25])[CH3:26]>>[OH:5][c:6]1[cH:7][c:8]([C:12]2([CH2:18][N:19]([CH3:20])[CH3:21])[CH2:13][CH2:14][O:15][CH2:16][CH2:17]2)[cH:9][cH:10][cH:11]1. Starting materials: OC1CC(C2CCC(=C2CC1)C)=C (6-hydroxy-1-methyl-4-methylen-2,3,3a,4,5,6,7,8-octahydroazulene), C(CC)(=O)Cl (propionyl chloride). Solvent: N1=CC=CC=C1 (pyridine), C(Cl)Cl (methylene chloride). Run at time 3 hour. Product: CC=1CCC2C(CC(CCC12)OC(CC)=O)=C (1-methyl-4-methylene-6-propionyloxy-2,3,3a,4,5,6,7,8-octahydroazulene). Isolated yield 96.0%. RXN SMILES: [OH:1][CH:2]1[CH2:11][CH2:10][C:9]2[CH:5]([CH2:6][CH2:7][C:8]=2[CH3:12])[C:4](=[CH2:13])[CH2:3]1.[C:14](Cl)(=[O:17])[CH2:15][CH3:16]>N1C=CC=CC=1.C(Cl)Cl>[CH3:12][C:8]1[CH2:7][CH2:6][CH:5]2[C:9]=1[CH2:10][CH2:11][CH:2]([O:1][C:14](=[O:17])[CH2:15][CH3:16])[CH2:3][C:4]2=[CH2:13]. Reported procedure: A solution of 2.5 g of 6-hydroxy-1-methyl-4-methylen-2,3,3a,4,5,6,7,8-octahydroazulene in 5 ml of pyridine and 50 ml of methylene chloride was treated at -10° with 1.73 ml of propionyl chloride. After 3 hours stirring, the solution was poured on to ice and worked up in a conventional manner. After distillation of the crude produce under high vacuum, there were obtained 3.15 g (96%) of pure 1-methyl-4-methylene-6-propionyloxy-2,3,3a,4,5,6,7,8-octahydroazulene; b.p0.05 65°-70°; IR(film): νmax = 13... Starting materials: [OH-].[Na+] (sodium hydroxide), COC1=CC(=CC(=C1)C(C(Cl)(Cl)Cl)Cl)C(C(Cl)(Cl)Cl)Cl (1-Methoxy-3,5-bis(1,2,2,2-tetrachloroethyl)benzene). Run in CO (methanol), CO (methanol). Conditions: time 8 hour. The product is COC1=CC(=CC(=C1)C(=C(Cl)Cl)Cl)C(=C(Cl)Cl)Cl (1-Methoxy-3,5-bis(trichlorovinyl)benzene). RXN SMILES: [OH-].[Na+].[CH3:3][O:4][C:5]1[CH:10]=[C:9]([CH:11]([Cl:16])[C:12](Cl)([Cl:14])[Cl:13])[CH:8]=[C:7]([CH:17]([Cl:22])[C:18](Cl)([Cl:20])[Cl:19])[CH:6]=1>CO>[CH3:3][O:4][C:5]1[CH:6]=[C:7]([C:17]([Cl:22])=[C:18]([Cl:19])[Cl:20])[CH:8]=[C:9]([C:11]([Cl:16])=[C:12]([Cl:13])[Cl:14])[CH:10]=1 |f:0.1|. Procedure details: To a magnetically stirred solution of 30 mg (0.73 mmol) of sodium hydroxide in 0.2 mL methanol was slowly added a solution of 0.122 g (0.28 mmol) of the product of Step B in 0.1 mL methanol. A white precipitate was deposited and the reaction mixture was then stirred overnight. The reaction mixture was then evaporated in vacuo and the residue was purified on a silica gel flash chromatography column eluted with hexane. Evaporation of the purified fractions afforded the title compound. Reactants: [Si](C)(C)(C(C)(C)C)O[C@H]1C[C@@H](CC2=CC=C3[C@@H]4CC=C([C@@]4(C)CC[C@@H]3[C@@]12C)CS\C=C\CC(C)(C)O[Si](CC)(CC)CC)O[Si](C)(C)C(C)(C)C (1α,3β-Bis(tert-butyldimethylsilyloxy)-17-{4-triethylsilyloxy-4-methyl-(2E)-pentenylthiomethyl}androsta-5,7,16-triene), O1CCCC1.[F-].C(CCC)[N+](CCCC)(CCCC)CCCC (tetra-n-butylammonium fluoride tetrahydrofuran). The product is O[C@H]1C[C@@H](CC2=CC=C3[C@@H]4CC=C([C@@]4(C)CC[C@@H]3[C@@]12C)CS\C=C\CC(C)(C)O)O (1α,3β-dihydroxy-17-{4-hydroxy-4-methyl-(2E)-pentenylthiomethyl}androsta-5,7,16-triene). The yield is 99.7%. As a reaction SMILES: [Si]([O:8][C@@H:9]1[C@@:26]2([CH3:27])[C:13](=[CH:14][CH:15]=[C:16]3[C@@H:25]2[CH2:24][CH2:23][C@@:21]2([CH3:22])[C@H:17]3[CH2:18][CH:19]=[C:20]2[CH2:28][S:29]/[CH:30]=[CH:31]/[CH2:32][C:33]([O:36][Si](CC)(CC)CC)([CH3:35])[CH3:34])[CH2:12][C@@H:11]([O:44][Si](C(C)(C)C)(C)C)[CH2:10]1)(C(C)(C)C)(C)C.O1CCCC1.[F-].C([N+](CCCC)(CCCC)CCCC)CCC>>[OH:8][C@@H:9]1[C@@:26]2([CH3:27])[C:13](=[CH:14][CH:15]=[C:16]3[C@@H:25]2[CH2:24][CH2:23][C@@:21]2([CH3:22])[C@H:17]3[CH2:18][CH:19]=[C:20]2[CH2:28][S:29]/[CH:30]=[CH:31]/[CH2:32][C:33]([OH:36])([CH3:35])[CH3:34])[CH2:12][C@@H:11]([OH:44])[CH2:10]1 |f:1.2.3|. Procedure: 1α,3β-Bis(tert-butyldimethylsilyloxy)-17-{4-triethylsilyloxy-4-methyl-(2E)-pentenylthiomethyl}androsta-5,7,16-triene (115 mg, 0.149 mmol) and a 1M tetra-n-butylammonium fluoride tetrahydrofuran solution (4 ml) were subjected to reaction using a procedure similar to that of Example 5(2) (3 hours), worked up and purified by column chromatography (ethyl acetate) to give the titled compound (64 mg, 100%) as a pale yellow foam.